Task: describe an organic reaction: reactants, conditions, products, and yield. Dataset: the Open Reaction Database (ORD), a public repository of structured organic reaction records The reactants are O([Si](C)(C)C(C)(C)C)CCC1OC2=C(NC1=O)C=C(C=C2)C(=O)OC (2-(2-tert-butyldimethylsiloxyethyl)-6-carbomethoxy-3,4-dihydro-3-oxo-2H-1,4-benzoxazine), H18ClNO5, ClC=1C=C(CBr)C=CC1 (3-chlorobenzyl bromide), [K+].[Br-] (KBr). Run in CCCCCC (hexane). Product: C(=O)(OC)C=1C=CC2=C(N(C(C(O2)CCO)=O)CC2=CC(=CC=C2)Cl)C1 (6-Carbomethoxy-4-(3-chlorobenzyl)-3,4-dihydro-2-(2-hydroxyethyl)-3-oxo-2H-1,4-benzoxazine). Reaction SMILES: [O:1]([CH2:9][CH2:10][CH:11]1[C:16](=[O:17])[NH:15][C:14]2[CH:18]=[C:19]([C:22]([O:24][CH3:25])=[O:23])[CH:20]=[CH:21][C:13]=2[O:12]1)[Si](C(C)(C)C)(C)C.[Cl:26][C:27]1[CH:28]=[C:29]([CH:32]=[CH:33][CH:34]=1)[CH2:30]Br.[K+].[Br-]>CCCCCC>[C:22]([C:19]1[CH:20]=[CH:21][C:13]2[O:12][CH:11]([CH2:10][CH2:9][OH:1])[C:16](=[O:17])[N:15]([CH2:30][C:29]3[CH:32]=[CH:33][CH:34]=[C:27]([Cl:26])[CH:28]=3)[C:14]=2[CH:18]=1)([O:24][CH3:25])=[O:23] |f:2.3|. Reported procedure: Prepared from 2-(2-tert-butyldimethylsiloxyethyl)-6-carbomethoxy-3,4-dihydro-3-oxo-2H-1,4-benzoxazine by Methods F and G, alkylating with 3-chlorobenzyl bromide, in 70% overall yield as a white solid, after trituration with hexane, IR (KBr) 3468, 2952, 1688, 1452, 1285, 1260, 765 cm-1 ; 1H NMR (CDCl3) δ1.61 (br s, 1H plus HDO), 2.17-2.39 (m, 2H), 3.86 (s, 3H), 3.93 (t, J=5.7 Hz, 2H), 4.94 (dd, J=7.6, 5.5 Hz, 1H), 5.16 (s, 2H), 7.04 (d, J=8.4, 1H), 7.15-7.33 (m, 4H), 7.59 (d, J=1.8 Hz, 1H), 7.71 ... The reactants are Cl.C(N)(=N)C1=CC=C(C(=O)NCC(=O)C2=CC=C(CCC(=O)OC)C=C2)C=C1 (methyl p-(p-amidinobenzamidoacetyl)hydrocinnamate hydrochloride), Cl (hydrochloric acid). Solvent: O (water). Run at temperature 5 celsius, time 2 hour. Product: Cl.C(N)(=N)C1=CC=C(C(=O)NCC(=O)C2=CC=C(CCC(=O)O)C=C2)C=C1 (p-(p-amidinobenzamidoacetyl)hydrocinnamic acid hydrochloride). Yield: 72.5%. As a reaction SMILES: [ClH:1].[C:2]([C:5]1[CH:28]=[CH:27][C:8]([C:9]([NH:11][CH2:12][C:13]([C:15]2[CH:26]=[CH:25][C:18]([CH2:19][CH2:20][C:21]([O:23]C)=[O:22])=[CH:17][CH:16]=2)=[O:14])=[O:10])=[CH:7][CH:6]=1)(=[NH:4])[NH2:3].Cl>O>[ClH:1].[C:2]([C:5]1[CH:6]=[CH:7][C:8]([C:9]([NH:11][CH2:12][C:13]([C:15]2[CH:16]=[CH:17][C:18]([CH2:19][CH2:20][C:21]([OH:23])=[O:22])=[CH:25][CH:26]=2)=[O:14])=[O:10])=[CH:27][CH:28]=1)(=[NH:3])[NH2:4] |f:0.1,4.5|. Reported procedure: 100 mg of methyl p-(p-amidinobenzamidoacetyl)hydrocinnamate hydrochloride were heated with 4 ml of 2N hydrochloric acid at 100° C. for 60 minutes. The reaction mixture was cooled, 4 ml of water were added, and the mixture was stirred at 5° C. for 2 hours. The crystals which precipitated was filtered off with suction and dried over KOH in vacuo. 70 mg of pure p-(p-amidinobenzamidoacetyl)hydrocinnamic acid hydrochloride, melting point 273°-274° C. (decomposition), were obtained. Conditions: temperature -5 celsius, time 1 hour. Solvent: CN(C)C=O (DMF), CN(C)C=O (DMF). Product: N([C@@H](CC(C)C)C(=O)NCC(=O)OCC1=CC=CC=C1)C(=O)OC(C)(C)C (BOC-Leu-Gly-OBzl). Procedure details: To a solution of 6.00 g of BOC-Leu-OH.H2O, 3.49 g of HOBT and 9.59 of H-Gly-OBzl.TosOH dissolved in 30 ml of DMF, under cooling at -5° C. and stirring, a solution of 4.97 ml of WSC dissolved in 10 ml of DMF was added dropwise, and after one hour, the temperature was regulated to room temperature, at which stirring was continued overnight. The reaction mixture was concentrated under reduced pressure to evaporate DMF, and the residue was dissolved in ethyl acetate. The ethyl acetate layer was wash... The reactants are CCN=C=NCCCN(C)C (WSC), N([C@@H](CC(C)C)C(=O)O)C(=O)OC(C)(C)C.O (BOC-Leu-OH.H2O), C=1C=CC2=C(C1)N=NN2O (HOBT), CC1=CC=C(C=C1)S(=O)(=O)O.C1=CC=C(C=C1)COC(=O)CN (H-Gly-OBzl.TosOH). As a reaction SMILES: [NH:1]([C:10]([O:12][C:13]([CH3:16])([CH3:15])[CH3:14])=[O:11])[C@H:2]([C:7]([OH:9])=O)[CH2:3][CH:4]([CH3:6])[CH3:5].O.C1C=CC2N(O)N=NC=2C=1.CC1C=CC(S(O)(=O)=O)=CC=1.[CH:39]1[CH:44]=[CH:43][C:42]([CH2:45][O:46][C:47]([CH2:49][NH2:50])=[O:48])=[CH:41][CH:40]=1.CCN=C=NCCCN(C)C>CN(C=O)C>[NH:1]([C:10]([O:12][C:13]([CH3:16])([CH3:15])[CH3:14])=[O:11])[C@H:2]([C:7]([NH:50][CH2:49][C:47]([O:46][CH2:45][C:42]1[CH:43]=[CH:44][CH:39]=[CH:40][CH:41]=1)=[O:48])=[O:9])[CH2:3][CH:4]([CH3:5])[CH3:6] |f:0.1,3.4|.